This data is from the Open Reaction Database (ORD), a public repository of structured organic reaction records. The task is: describe an organic reaction: reactants, conditions, products, and yield Product: CC(=O)Oc1cc(OC(C)=O)cc(C(=O)Cl)c1. The reactants are CC(=O)Oc1cc(OC(C)=O)cc(C(=O)O)c1, O=C(Cl)C(=O)Cl, ClCCl. RXN SMILES: [C:1]([CH3:2])(=[O:3])[O:4][c:5]1[cH:6][c:7]([C:8](=[O:9])[OH:10])[cH:11][c:12]([O:14][C:15]([CH3:16])=[O:17])[cH:13]1.[Cl:18][C:19]([C:20]([Cl:21])=[O:22])=[O:23].[Cl:24][CH2:25][Cl:26]>>[C:1]([CH3:2])(=[O:3])[O:4][c:5]1[cH:6][c:7]([C:8](=[O:9])[Cl:18])[cH:11][c:12]([O:14][C:15]([CH3:16])=[O:17])[cH:13]1. The reactants are CC(=O)OCCCCBr, SCc1ccccc1, [H-], [Na+], CN(C)C=O. Yields the product CC(=O)OCCCCSCc1ccccc1. As a reaction SMILES: [Br:11][CH2:12][CH2:13][CH2:14][CH2:15][O:16][C:17]([CH3:18])=[O:19].[CH2:3]([c:4]1[cH:5][cH:6][cH:7][cH:8][cH:9]1)[SH:10].[H-:2].[Na+:1].[O:20]=[CH:21][N:22]([CH3:23])[CH3:24]>>[CH2:3]([c:4]1[cH:5][cH:6][cH:7][cH:8][cH:9]1)[S:10][CH2:12][CH2:13][CH2:14][CH2:15][O:16][C:17]([CH3:18])=[O:19]. The reactants are ( c ), C1CCN2C1=C(C=1C=CC=CC21)C=O (2,3-dihydro-1H-3a-azacyclopenta[a]indene-8-carboxaldehyde), CN1C(=C(C2=CC=CC=C12)C)C=O (1,3-dimethyl-1H-indole-2-carboxaldehyde). Yields the product CNCC1=C2N(C=3C=CC=CC13)CCC2 (2,3-Dihydro-8-(methylaminomethyl)-1H-3a-azacyclopenta[a]indene). Yield: 54.0%. Reaction SMILES: [CH2:1]1[C:5]2=[C:6]([CH:13]=O)[C:7]3[CH:8]=[CH:9][CH:10]=[CH:11][C:12]=3[N:4]2[CH2:3][CH2:2]1.[CH3:15][N:16]1C2C(=CC=CC=2)C(C)=C1C=O>>[CH3:15][NH:16][CH2:13][C:6]1[C:7]2[CH:8]=[CH:9][CH:10]=[CH:11][C:12]=2[N:4]2[CH2:3][CH2:2][CH2:1][C:5]=12. Procedure details: According to the procedure of Preparation 13 (c), except substituting 2,3-dihydro-1H-3a-azacyclopenta[a]indene-8-carboxaldehyde (0.17 g, 0.92 mmole) for the 1,3-dimethyl-1H-indole-2-carboxaldehyde, the title compound (0.1 g, 54%) was prepared as a yellow oil: MS (ES) m/e 201 (M+H)+. Reactants: CuBr, NC1=CC=C(C=C1)C=1C(=C(SC1)CCC(=O)OCC)C1=C(C=C(C=C1)C#N)C (ethyl 3-(4-(4-aminophenyl)-3-(4-cyano-2-methylphenyl)thiophen-2-yl)propanoate), Br (HBr), N(=O)[O-].[Na+] (NaNO2). Solvent: O (water), O (water). Reaction conditions: temperature 0 celsius, time 1 hour. The product is BrC1=CC=C(C=C1)C=1C(=C(SC1)CCC(=O)OCC)C1=C(C=C(C=C1)C#N)C (ethyl 3-(4-(4-bromophenyl)-3-(4-cyano-2-methylphenyl)thiophen-2-yl)propanoate). As a reaction SMILES: N[C:2]1[CH:7]=[CH:6][C:5]([C:8]2[C:9]([C:20]3[CH:25]=[CH:24][C:23]([C:26]#[N:27])=[CH:22][C:21]=3[CH3:28])=[C:10]([CH2:13][CH2:14][C:15]([O:17][CH2:18][CH3:19])=[O:16])[S:11][CH:12]=2)=[CH:4][CH:3]=1.[BrH:29].N([O-])=O.[Na+]>O>[Br:29][C:2]1[CH:7]=[CH:6][C:5]([C:8]2[C:9]([C:20]3[CH:25]=[CH:24][C:23]([C:26]#[N:27])=[CH:22][C:21]=3[CH3:28])=[C:10]([CH2:13][CH2:14][C:15]([O:17][CH2:18][CH3:19])=[O:16])[S:11][CH:12]=2)=[CH:4][CH:3]=1 |f:2.3|. Procedure details: To a mixture of ethyl 3-(4-(4-aminophenyl)-3-(4-cyano-2-methylphenyl)thiophen-2-yl)propanoate (180 mg, 0.46 mmol) in a mixture solvent of HBr (48%, 3 mL) and water (1 mL) was added dropwise a solution of NaNO2 (32 mg, 0.46 mmol) in water (0.5 mL). Then the mixture was stirred at 0° C. for 1 hour. Then CuBr (66 mg, 0.46 mmol) was added and the mixture was stirred at 0° C. for additional 1 hour. The reaction mixture was extracted with EtOAc and the combined organic layer was dried over Na2SO4, con... Reactants: FC(C(=O)O)(F)F (Trifluoroacetic acid), COC(=O)CCN1C=C(C2=CC(=CC=C12)CCC(=O)OC(C)(C)C)CC=1C=NC=CC1 (t-butyl 1-(2-methoxycarbonylethyl)-3-(3-pyridylmethyl)-1H-indole-5-propanoate). Run in ClCCl (dichloromethane). Reaction conditions: time 18 hour. The product is C(=O)(O)CCC=1C=C2C(=CN(C2=CC1)CCC(=O)OC)CC=1C=NC=CC1 (Methyl 5-(2-carboxyethyl)-3-(3-pyridylmethyl)-1H-indole-1-propanoate). Isolated yield 86.5%. As a reaction SMILES: FC(F)(F)C(O)=O.[CH3:8][O:9][C:10]([CH2:12][CH2:13][N:14]1[C:22]2[C:17](=[CH:18][C:19]([CH2:23][CH2:24][C:25]([O:27]C(C)(C)C)=[O:26])=[CH:20][CH:21]=2)[C:16]([CH2:32][C:33]2[CH:34]=[N:35][CH:36]=[CH:37][CH:38]=2)=[CH:15]1)=[O:11]>ClCCl>[C:25]([CH2:24][CH2:23][C:19]1[CH:18]=[C:17]2[C:22](=[CH:21][CH:20]=1)[N:14]([CH2:13][CH2:12][C:10]([O:9][CH3:8])=[O:11])[CH:15]=[C:16]2[CH2:32][C:33]1[CH:34]=[N:35][CH:36]=[CH:37][CH:38]=1)([OH:27])=[O:26]. Reported procedure: Trifluoroacetic acid (15 ml) was added to a stirred solution of t-butyl 1-(2-methoxycarbonylethyl)-3-(3-pyridylmethyl)-1H-indole-5-propanoate (7.60 g) in dry dichloromethane (100 ml) at room temperature, and stirringwas continued for 18 hours. The solution was evaporated and the residue wasazeotroped with toluene and then dissolved in ethyl acetate. Saturated sodium bicarbonate solution was added slowly with shaking until the pH of the aqueous layer was 4-5. The organic layer was then separated,... Starting materials: Cc1ccc(N)c(C)n1, O=C(Cl)CCl, c1ccncc1. Yields the product Cc1ccc(NC(=O)CCl)c(C)n1. RXN SMILES: [CH3:1][c:2]1[n:3][c:4]([CH3:9])[cH:5][cH:6][c:7]1[NH2:8].[Cl:10][CH2:11][C:12](=[O:13])[Cl:14].[cH:15]1[cH:16][cH:17][n:18][cH:19][cH:20]1>>[CH3:1][c:2]1[n:3][c:4]([CH3:9])[cH:5][cH:6][c:7]1[NH:8][C:12]([CH2:11][Cl:10])=[O:13]. Reactants: ClC1=CC(=C(CN2N=CC3=CC(=CC=C23)\C=C/2\C(N(C(S2)=O)[C@H]2[C@@H](CNCC2)F)=O)C=C1)C(F)(F)F ((5Z)-5-({1-[4-Chloro-2-(trifluoromethyl)benzyl]-1H-indazol-5-yl}methylidene)-3-[(3R,4R)-3-fluoropiperidin-4-yl]-1,3-thiazolidine-2,4-dione), BrCC#N (bromoacetonitrile). The product is ClC1=CC(=C(CN2N=CC3=CC(=CC=C23)\C=C/2\C(N(C(S2)=O)[C@H]2[C@@H](CN(CC2)CC#N)F)=O)C=C1)C(F)(F)F ({(3R,4R)-4-[(5Z)-5-({1-[4-Chloro-2-(trifluoromethyl)benzyl]-1H-indazol-5-yl}methylidene)-2,4-dioxo-1,3-thiazolidin-3-yl]-3-fluoropiperidin-1-yl}acetonitrile). RXN SMILES: [Cl:1][C:2]1[CH:32]=[CH:31][C:5]([CH2:6][N:7]2[C:15]3[C:10](=[CH:11][C:12](/[CH:16]=[C:17]4/[C:18](=[O:30])[N:19]([C@@H:23]5[CH2:28][CH2:27][NH:26][CH2:25][C@H:24]5[F:29])[C:20](=[O:22])[S:21]/4)=[CH:13][CH:14]=3)[CH:9]=[N:8]2)=[C:4]([C:33]([F:36])([F:35])[F:34])[CH:3]=1.Br[CH2:38][C:39]#[N:40]>>[Cl:1][C:2]1[CH:32]=[CH:31][C:5]([CH2:6][N:7]2[C:15]3[C:10](=[CH:11][C:12](/[CH:16]=[C:17]4/[C:18](=[O:30])[N:19]([C@@H:23]5[CH2:28][CH2:27][N:26]([CH2:38][C:39]#[N:40])[CH2:25][C@H:24]5[F:29])[C:20](=[O:22])[S:21]/4)=[CH:13][CH:14]=3)[CH:9]=[N:8]2)=[C:4]([C:33]([F:36])([F:35])[F:34])[CH:3]=1. Procedure details: {(3R,4R)-4-[(5Z)-5-({1-[4-Chloro-2-(trifluoromethyl)benzyl]-1H-indazol-5-yl}methylidene)-2,4-dioxo-1,3-thiazolidin-3-yl]-3-fluoropiperidin-1-yl}acetonitrile was prepared from (5Z)-5-({1-[4-chloro-2-(trifluoromethyl)benzyl]-1H-indazol-5-yl}methylidene)-3-[(3R,4R)-3-fluoropiperidin-4-yl]-1,3-thiazolidine-2,4-dione (Example 381) and bromoacetonitrile following General Procedure S.